Dataset: the Open Reaction Database (ORD), a public repository of structured organic reaction records. Task: describe an organic reaction: reactants, conditions, products, and yield Starting materials: ClS(=O)(=O)N=C=O (chlorosulfonylisocyanate), CC1=C(C(C(=O)OCC=C)=CC=C1)O (allyl 3-methylsalicylate). Run at temperature 110 celsius. Procedure: A solution of 3.7 g (0.026 mole) of chlorosulfonylisocyanate in 25 ml of absolute toluene are added dropwise to a solution of 4.8 g (0.025 mole) of allyl 3-methylsalicylate in 25 ml of absolute toluene, at 25° C. When the dropwise addition is complete, the temperature is increased slowly to 110° C., and the mixture is refluxed for 6 hours. The mixture is cooled and the solvent is removed on a rotary evaporator. The yellow oil remaining (7.5 g 100% of theory) is employed without further purificat... Yields the product N(=C=O)S(=O)(=O)OC1=C(C(=O)OCC=C)C=CC=C1C (Allyl 2-isocyanatosulfonyloxy-3-methyl-benzoate). The solvent is C1(=CC=CC=C1)C (toluene), C1(=CC=CC=C1)C (toluene). As a reaction SMILES: Cl[S:2]([N:5]=[C:6]=[O:7])(=[O:4])=[O:3].[CH3:8][C:9]1[CH:20]=[CH:19][CH:18]=[C:11]([C:12]([O:14][CH2:15][CH:16]=[CH2:17])=[O:13])[C:10]=1[OH:21]>C1(C)C=CC=CC=1>[N:5]([S:2]([O:21][C:10]1[C:9]([CH3:8])=[CH:20][CH:19]=[CH:18][C:11]=1[C:12]([O:14][CH2:15][CH:16]=[CH2:17])=[O:13])(=[O:4])=[O:3])=[C:6]=[O:7]. Reactants: BrCC(=O)NC(=O)C1CC1 (N-(2-bromoacetyl)cyclopropanecarboxamide), [I-].[K+] (potassium iodide), BrC=1C=CC=2N(C1)C(=NN2)C(C2=CC=C(N=N2)N)(F)F (6-((6-bromo-[1,2,4]triazolo[4,3-a]pyridin-3-yl)difluoromethyl)pyridazin-3-amine), P(=O)(O)([O-])[O-].[Na+].[Na+] (sodium hydrogenphosphate). Run in CN(C(C)=O)C (N,N-Dimethylacetamide), CCOC(=O)C (EtOAc). Conditions: temperature 100 celsius, time 5 hour. Product: BrC=1C=CC=2N(C1)C(=NN2)C(C=2C=CC=1N(N2)C=C(N1)NC(=O)C1CC1)(F)F (N-(6-((6-bromo-[1,2,4]triazolo[4,3-a]pyridin-3-yl)difluoromethyl)imidazo[1,2-b]pyridazin-2-yl)cyclopropanecarboxamide). Yield: 48.5%. Reaction SMILES: [Br:1][C:2]1[CH:3]=[CH:4][C:5]2[N:6]([C:8]([C:11]([F:20])([F:19])[C:12]3[N:17]=[N:16][C:15]([NH2:18])=[CH:14][CH:13]=3)=[N:9][N:10]=2)[CH:7]=1.P([O-])([O-])(O)=O.[Na+].[Na+].Br[CH2:29][C:30]([NH:32][C:33]([CH:35]1[CH2:37][CH2:36]1)=[O:34])=O.[I-].[K+]>CN(C)C(=O)C.CCOC(C)=O>[Br:1][C:2]1[CH:3]=[CH:4][C:5]2[N:6]([C:8]([C:11]([F:20])([F:19])[C:12]3[CH:13]=[CH:14][C:15]4[N:16]([CH:29]=[C:30]([NH:32][C:33]([CH:35]5[CH2:37][CH2:36]5)=[O:34])[N:18]=4)[N:17]=3)=[N:9][N:10]=2)[CH:7]=1 |f:1.2.3,5.6|. Reported procedure: To a mixture of 6-((6-bromo-[1,2,4]triazolo[4,3-a]pyridin-3-yl)difluoromethyl)pyridazin-3-amine (21.8 g, 63.9 mmol) and sodium hydrogenphosphate (27.2 g, 192 mmol) in N,N-Dimethylacetamide (250 ml) were added N-(2-bromoacetyl)cyclopropanecarboxamide (19.75 g, 96 mmol) and potassium iodide (10.61 g, 63.9 mmol) at room temperature. The reaction mixture was stirred for 5 h at 100° C. Reaction mixture cooled to room temperature, diluted with EtOAc (1000 ml) and washed with brine solution (5×), dried... Reactants: C(=O)(C(F)(F)F)O (TFA), C(C)(C)(C)OC(N[C@@H](C)C1=NC2=C(N1C1=CC=C(C=C1)F)C=C(C=C2)F)=O ({(S)-1-[6-Fluoro-1-(4-fluorophenyl)-1H-benzoimidazol-2-yl]ethyl}carbamic acid tert-butyl ester), C(=O)(O)[O-].[Na+] (NaHCO3). Solvent: C(Cl)Cl (DCM), C(Cl)Cl (DCM). Run at time 1 hour. Yields the product FC=1C=CC2=C(N(C(=N2)[C@H](C)N)C2=CC=C(C=C2)F)C1 ((S)-1-[6-Fluoro-1-(4-fluorophenyl)-1H-benzoimidazol-2-yl]ethylamine). Yield: 56.4%. Reaction SMILES: C(OC(=O)[NH:7][C@H:8]([C:10]1[N:14]([C:15]2[CH:20]=[CH:19][C:18]([F:21])=[CH:17][CH:16]=2)[C:13]2[CH:22]=[C:23]([F:26])[CH:24]=[CH:25][C:12]=2[N:11]=1)[CH3:9])(C)(C)C.C(O)(C(F)(F)F)=O.C([O-])(O)=O.[Na+]>C(Cl)Cl>[F:26][C:23]1[CH:24]=[CH:25][C:12]2[N:11]=[C:10]([C@@H:8]([NH2:7])[CH3:9])[N:14]([C:15]3[CH:20]=[CH:19][C:18]([F:21])=[CH:17][CH:16]=3)[C:13]=2[CH:22]=1 |f:2.3|. Procedure details: {(S)-1-[6-Fluoro-1-(4-fluorophenyl)-1H-benzoimidazol-2-yl]ethyl}carbamic acid tert-butyl ester (0.8 g, 2.14 mmol) was dissolved in DCM (10 mL) and TFA (5 mL) added. The reaction mixture was stirred at RT for 1 h. The resultant mixture was concentrated in vacuo to afford a dark green gum. This was dissolved in DCM (40 mL) and stirred vigorously with saturated aqueous NaHCO3 (20 mL) for 10 minutes. The layers were separated and the organic fraction dried (MgSO4), filtered and concentrated in vacuo... The reactants are CCOC(=O)C(C)(C)OCCCCCCc1nc(-c2ccc(C)cc2)oc1C, CO, [Cl-], [K+], [OH-], [NH3+]O. The product is Cc1ccc(-c2nc(CCCCCCOC(C)(C)C(=O)NO)c(C)o2)cc1. Reaction SMILES: [CH3:1][C:2]([C:3](=[O:4])[O:5][CH2:6][CH3:7])([CH3:8])[O:9][CH2:10][CH2:11][CH2:12][CH2:13][CH2:14][CH2:15][c:16]1[n:17][c:18](-[c:22]2[cH:23][cH:24][c:25]([CH3:28])[cH:26][cH:27]2)[o:19][c:20]1[CH3:21].[CH3:34][OH:35].[Cl-:29].[K+:33].[OH-:32].[OH:30][NH3+:31]>>[CH3:1][C:2]([C:3](=[O:4])[NH:31][OH:30])([CH3:8])[O:9][CH2:10][CH2:11][CH2:12][CH2:13][CH2:14][CH2:15][c:16]1[n:17][c:18](-[c:22]2[cH:23][cH:24][c:25]([CH3:28])[cH:26][cH:27]2)[o:19][c:20]1[CH3:21]. Reactants: O (water), CNN (methylhydrazine), C([O-])([O-])=O.[K+].[K+] (potassium carbonate), CN(C=O)C (N,N-dimethylformamide), BrCC(=O)OC(C)(C)C (t-butyl bromoacetate). Run at time 1 hour. Yields the product C(C)(C)(C)C(NNC)C(=O)O (N-(t-butylcarboxymethyl)-N'-methyl-hydrazine). RXN SMILES: [CH3:1][NH:2][NH2:3].[C:4](=[O:7])([O-])[O-:5].[K+].[K+].BrCC(O[C:15]([CH3:18])([CH3:17])[CH3:16])=O.O.[CH3:20]N(C)C=O>>[C:15]([CH:1]([C:4]([OH:5])=[O:7])[NH:2][NH:3][CH3:20])([CH3:18])([CH3:17])[CH3:16] |f:1.2.3|. Procedure details: To a stirred suspension containing 58.1 mmol of methylhydrazine and 8.04 gm (58.2 mmol) of potassium carbonate in 60 ml of N,N-dimethylformamide at 0° C. is added dropwise over 1 hour 9.59 ml (59.4 mmol) of t-butyl bromoacetate. After stirring for 1 hour at room temperature the reaction mixture is poured into 500 ml of water and extracted three times with ethyl acetate. The combined organic portions are dried over magnesium sulfate, filtered, and concentrated in vacuo. The product is chromatogra... Reactants: CC(C)(C)C(=O)OCCl, CN(C)C=O, [Cl-], O=c1nc(-c2cc(C(F)(F)F)ccn2)[nH]o1, [H-], [NH4+], [Na+]. The product is CC(C)(C)C(=O)OCn1c(-c2cc(C(F)(F)F)ccn2)noc1=O. RXN SMILES: [C:19]([C:20]([CH3:21])([CH3:22])[CH3:23])(=[O:24])[O:25][CH2:26][Cl:27].[CH3:30][N:31]([CH3:32])[CH:33]=[O:34].[Cl-:28].[F:3][C:4]([c:5]1[cH:6][c:7](-[c:11]2[nH:12][o:13][c:14](=[O:16])[n:15]2)[n:8][cH:9][cH:10]1)([F:17])[F:18].[H-:1].[NH4+:29].[Na+:2]>>[F:3][C:4]([c:5]1[cH:6][c:7](-[c:11]2[n:12][o:13][c:14](=[O:16])[n:15]2[CH2:26][O:25][C:19]([C:20]([CH3:21])([CH3:22])[CH3:23])=[O:24])[n:8][cH:9][cH:10]1)([F:17])[F:18]. Reactants: BrC1=C(C=CC=C1)NC1=C(C=CC=C1)Br (Bis(2-bromophenyl)amine), IC=1C=C(C=CC1)C1=CC=CC2=C1SC1=C2C=CC=C1 (4-(3-iodophenyl)dibenzo[b,d]thiophene), C(=O)([O-])[O-].[K+].[K+] (K2CO3). The reagents and catalysts are [Cu] (copper). Solvent: C(Cl)Cl (DCM). Conditions: temperature 200 celsius. Product: BrC1=C(N(C2=CC(=CC=C2)C2=CC=CC3=C2SC2=C3C=CC=C2)C2=C(C=CC=C2)Br)C=CC=C1 (2-bromo-N-(2-bromophenyl)-N-(3-(dibenzo[b,d]thiophen-4-yl)phenyl)aniline). The yield is 46.9%. RXN SMILES: [Br:1][C:2]1[CH:7]=[CH:6][CH:5]=[CH:4][C:3]=1[NH:8][C:9]1[CH:14]=[CH:13][CH:12]=[CH:11][C:10]=1[Br:15].I[C:17]1[CH:18]=[C:19]([C:23]2[C:28]3[S:29][C:30]4[CH:35]=[CH:34][CH:33]=[CH:32][C:31]=4[C:27]=3[CH:26]=[CH:25][CH:24]=2)[CH:20]=[CH:21][CH:22]=1.C([O-])([O-])=O.[K+].[K+]>[Cu].C(Cl)Cl>[Br:1][C:2]1[CH:7]=[CH:6][CH:5]=[CH:4][C:3]=1[N:8]([C:9]1[CH:14]=[CH:13][CH:12]=[CH:11][C:10]=1[Br:15])[C:21]1[CH:22]=[CH:17][CH:18]=[C:19]([C:23]2[C:28]3[S:29][C:30]4[CH:35]=[CH:34][CH:33]=[CH:32][C:31]=4[C:27]=3[CH:26]=[CH:25][CH:24]=2)[CH:20]=1 |f:2.3.4|. Reported procedure: Bis(2-bromophenyl)amine (7.15 g, 21.86 mmol), 4-(3-iodophenyl)dibenzo[b,d]thiophene (9.29 g, 24.05 mmol), copper (0.695 g, 10.93 mmol), and K2CO3 (6.04 g, 43.7 mmol) were added into a 50 mL flask. The neat solids were heated at 200° C. for 36 hours. The mixture was then cooled. DCM (250 mL) was added to solubilize the organic products. The solution was filtered through a pad of Celite® and washed several times with DCM. The crude material was purified via column chromatography using hexane/DCM (...